Task: describe an organic reaction: reactants, conditions, products, and yield. Dataset: the Open Reaction Database (ORD), a public repository of structured organic reaction records As a reaction SMILES: [CH3:39][c:40]1[cH:41][cH:42][cH:43][cH:44][cH:45]1.[Cl:18][C:19](=[CH:20][CH:21]1[C:22]([CH3:27])([CH3:28])[CH:23]1[C:24](=[O:25])[Cl:26])[C:29]([F:30])([F:31])[F:32].[c:1]1([CH2:7][CH:8]2[CH2:9][CH:10]([OH:17])[c:11]3[cH:12][cH:13][cH:14][cH:15][c:16]32)[cH:2][cH:3][cH:4][cH:5][cH:6]1.[cH:33]1[cH:34][cH:35][n:36][cH:37][cH:38]1>>[c:1]1([CH2:7][CH:8]2[CH2:9][CH:10]([O:17][C:24]([CH:23]3[CH:21]([CH:20]=[C:19]([Cl:18])[C:29]([F:30])([F:31])[F:32])[C:22]3([CH3:27])[CH3:28])=[O:25])[c:11]3[cH:12][cH:13][cH:14][cH:15][c:16]32)[cH:2][cH:3][cH:4][cH:5][cH:6]1. The product is CC1(C)C(C=C(Cl)C(F)(F)F)C1C(=O)OC1CC(Cc2ccccc2)c2ccccc21. The reactants are Cc1ccccc1, CC1(C)C(C=C(Cl)C(F)(F)F)C1C(=O)Cl, OC1CC(Cc2ccccc2)c2ccccc21, c1ccncc1. Reactants: NC1=C(C#N)C(=CC=C1)F (2-Amino-6-fluorobenzonitrile), CN (methylamine). The solvent is C(C)O (ethanol). Product: NC1=C(C#N)C(=CC=C1)NC (2-Amino-6-methylaminobenzonitrile). As a reaction SMILES: [NH2:1][C:2]1[CH:9]=[CH:8][CH:7]=[C:6](F)[C:3]=1[C:4]#[N:5].[CH3:11][NH2:12]>C(O)C>[NH2:1][C:2]1[CH:9]=[CH:8][CH:7]=[C:6]([NH:12][CH3:11])[C:3]=1[C:4]#[N:5]. Procedure details: 2-Amino-6-fluorobenzonitrile (200 mg) is heated in a sealed vessel in ethanol saturated with methylamine gas at 140° C. for 4 hrs. The solvent is evaporated, water is added and the product is extracted into methylene chloride. Evaporation of the solvent gives the title compound as an oil, (200 mg) which is converted to the crystalline hydrochloride with i-propanolic HCl-diethyl ether, m.p. 214°-216° C. (dec). Reactants: Cl.[N+](=O)([O-])C1=CC=C(C=C1)CCN (2-(4-nitrophenyl)ethylamine hydrochloride), Cl (hydrochloric acid), ClC=1C=CC(=C(C(=O)O)C1)OC (5-chloro-2-methoxybenzoic acid), C(=O)(C=1NC=CN1)C=1NC=CN1 (carbonylbisimidazole). Run in C(C)N(CC)CC (triethylamine), C1CCOC1 (THF). Conditions: time 8 hour. The product is ClC=1C=CC(=C(C(=O)NCCC2=CC=C(C=C2)[N+](=O)[O-])C1)OC (5-Chloro-2-methoxy-N-(2-(4-nitrophenyl)ethyl)benzamide). Yield: 87.3%. RXN SMILES: [Cl:1][C:2]1[CH:3]=[CH:4][C:5]([O:11][CH3:12])=[C:6]([CH:10]=1)[C:7]([OH:9])=O.C(C1NC=CN=1)(C1NC=CN=1)=O.Cl.[N+:26]([C:29]1[CH:34]=[CH:33][C:32]([CH2:35][CH2:36][NH2:37])=[CH:31][CH:30]=1)([O-:28])=[O:27].Cl>C1COCC1.C(N(CC)CC)C>[Cl:1][C:2]1[CH:3]=[CH:4][C:5]([O:11][CH3:12])=[C:6]([CH:10]=1)[C:7]([NH:37][CH2:36][CH2:35][C:32]1[CH:31]=[CH:30][C:29]([N+:26]([O-:28])=[O:27])=[CH:34][CH:33]=1)=[O:9] |f:2.3|. Procedure: A solution of 8.8 g (47.2 mmol) of 5-chloro-2-methoxybenzoic acid and 8.5 g (51.9 mmol) of carbonylbisimidazole in 180 ml of absolute THF was stirred at room temperature for 2 h. 10 g (49.7 mmol) of 2-(4-nitrophenyl)ethylamine hydrochloride and 9.4 ml of triethylamine were added and the resulting solution was then stirred overnight at room temperature. The reaction solution was then slowly poured onto 1.2 l of 1N hydrochloric acid, and the deposited precipitate was filtered off and washed with w... Solvent: O (water), C(OC)COC (dimethoxyethane). Yield: 91.3%. Run at temperature 85 celsius, time 16 hour. Reactants: [F-].[Cs+] (CsF), C(Cl)Cl (CH2Cl2), BrC1=CN=C2C(=N1)N(N=N2)CC=2C=C1C=CC=NC1=CC2F (6-[(6-bromo-1H-[1,2,3]triazolo[4,5-b]pyrazin-1-yl)methyl]-7-fluoroquinoline), C(C)(C)(C)OC(=O)N1N=CC(=C1)B1OC(C(O1)(C)C)(C)C (4-(4,4,5,5-tetramethyl-1,3,2-dioxaborolan-2-yl)-pyrazole-1-carboxylic acid tert-butyl ester). Product: FC1=C(C=C2C=CC=NC2=C1)CN1N=NC=2C1=NC(=CN2)C=2C=NNC2 (7-fluoro-6-{[6-(1H-pyrazol-4-yl)-1H-[1,2,3]triazolo[4,5-b]pyrazin-1-yl]methyl}-quinoline). RXN SMILES: Br[C:2]1[N:7]=[C:6]2[N:8]([CH2:11][C:12]3[CH:13]=[C:14]4[C:19](=[CH:20][C:21]=3[F:22])[N:18]=[CH:17][CH:16]=[CH:15]4)[N:9]=[N:10][C:5]2=[N:4][CH:3]=1.C(OC([N:30]1[CH:34]=[C:33](B2OC(C)(C)C(C)(C)O2)[CH:32]=[N:31]1)=O)(C)(C)C.[F-].[Cs+].C(Cl)Cl>C(COC)OC.C1C=CC(P(C2C=CC=CC=2)[C-]2C=CC=C2)=CC=1.C1C=CC(P(C2C=CC=CC=2)[C-]2C=CC=C2)=CC=1.Cl[Pd]Cl.[Fe+2].O>[F:22][C:21]1[CH:20]=[C:19]2[C:14]([CH:15]=[CH:16][CH:17]=[N:18]2)=[CH:13][C:12]=1[CH2:11][N:8]1[C:6]2=[N:7][C:2]([C:33]3[CH:34]=[N:30][NH:31][CH:32]=3)=[CH:3][N:4]=[C:5]2[N:10]=[N:9]1 |f:2.3,6.7.8.9|. Reported procedure: To a suspension of 6-[(6-bromo-1H-[1,2,3]triazolo[4,5-b]pyrazin-1-yl)methyl]-7-fluoroquinoline (250 mg, 0.696 mmol) and 4-(4,4,5,5-tetramethyl-1,3,2-dioxaborolan-2-yl)-pyrazole-1-carboxylic acid tert-butyl ester (225 mg, 0.766 mmol) in dimethoxyethane (8.0 ml) was added CsF (317 mg, 2.09 mmol) and water (1.05 ml) at R.T. After degassed several times, to the suspension, 1,1′-bis(diphenylphosphino)ferrocenedichloro palladium (11) 1:1 complex with CH2Cl2 (25.5 mg, 0.04 mmol) was added and the react... The reagents and catalysts are C1=CC=C(C=C1)P([C-]2C=CC=C2)C3=CC=CC=C3.C1=CC=C(C=C1)P([C-]2C=CC=C2)C3=CC=CC=C3.Cl[Pd]Cl.[Fe+2] (1,1′-bis(diphenylphosphino)ferrocenedichloro palladium (11)).